From a dataset of the Open Reaction Database (ORD), a public repository of structured organic reaction records. describe an organic reaction: reactants, conditions, products, and yield The reactants are CCC1CCC(N)(C(=O)OC)CC1, COc1ccc(-c2cncc(C(=O)O)c2)cc1Cl. Product: CCC1CCC(NC(=O)c2cncc(-c3ccc(OC)c(Cl)c3)c2)(C(=O)OC)CC1. As a reaction SMILES: [CH3:19][O:20][C:21](=[O:22])[C:23]1([NH2:31])[CH2:24][CH2:25][CH:26]([CH2:29][CH3:30])[CH2:27][CH2:28]1.[Cl:1][c:2]1[cH:3][c:4](-[c:10]2[cH:11][n:12][cH:13][c:14]([C:15](=[O:16])[OH:17])[cH:18]2)[cH:5][cH:6][c:7]1[O:8][CH3:9]>>[Cl:1][c:2]1[cH:3][c:4](-[c:10]2[cH:11][n:12][cH:13][c:14]([C:15](=[O:17])[NH:31][C:23]3([C:21]([O:20][CH3:19])=[O:22])[CH2:24][CH2:25][CH:26]([CH2:29][CH3:30])[CH2:27][CH2:28]3)[cH:18]2)[cH:5][cH:6][c:7]1[O:8][CH3:9]. Reaction SMILES: [CH3:1][c:2]1[n:3][o:4][c:5](-[c:7]2[c:8](=[O:26])[nH:9][c:10]3[cH:11][cH:12][c:13]([N+:23]([O-:24])=[O:25])[cH:14][c:15]3[c:16]2-[c:17]2[cH:18][cH:19][cH:20][cH:21][cH:22]2)[cH:6]1.[CH3:27][OH:28]>>[CH3:1][c:2]1[n:3][o:4][c:5](-[c:7]2[c:8](=[O:26])[nH:9][c:10]3[cH:11][cH:12][c:13]([NH2:23])[cH:14][c:15]3[c:16]2-[c:17]2[cH:18][cH:19][cH:20][cH:21][cH:22]2)[cH:6]1. Reactants: Cc1cc(-c2c(-c3ccccc3)c3cc([N+](=O)[O-])ccc3[nH]c2=O)on1, CO. Product: Cc1cc(-c2c(-c3ccccc3)c3cc(N)ccc3[nH]c2=O)on1. Starting materials: CN(C)P(=O)(N(C)C)N(C)C, O=C1C(F)(F)C(F)(F)C(F)(F)C(F)(F)C1(F)F, O=C(O)C(Cl)(Cl)Cl. The product is OC1(C(Cl)(Cl)Cl)C(F)(F)C(F)(F)C(F)(F)C(F)(F)C1(F)F. As a reaction SMILES: [CH3:25][N:26]([P:27]([N:28]([CH3:29])[CH3:30])([N:31]([CH3:32])[CH3:33])=[O:34])[CH3:35].[F:1][C:2]1([F:17])[C:3](=[O:16])[C:4]([F:14])([F:15])[C:5]([F:12])([F:13])[C:6]([F:10])([F:11])[C:7]1([F:8])[F:9].[OH:18][C:19](=[O:20])[C:21]([Cl:22])([Cl:23])[Cl:24]>>[F:1][C:2]1([F:17])[C:3]([OH:16])([C:21]([Cl:22])([Cl:23])[Cl:24])[C:4]([F:14])([F:15])[C:5]([F:12])([F:13])[C:6]([F:10])([F:11])[C:7]1([F:8])[F:9]. The product is O=[N+]([O-])c1ccc2ncnc(Nc3cccc(I)c3)c2c1. The reactants are CC(C)O, O=[N+]([O-])c1ccc2ncnc(Cl)c2c1, Nc1cccc(I)c1. Reaction SMILES: [CH:23]([OH:24])([CH3:25])[CH3:26].[Cl:9][c:10]1[n:11][cH:12][n:13][c:14]2[cH:15][cH:16][c:17]([N+:20](=[O:21])[O-:22])[cH:18][c:19]12.[I:1][c:2]1[cH:3][c:4]([NH2:5])[cH:6][cH:7][cH:8]1>>[I:1][c:2]1[cH:3][c:4]([NH:5][c:10]2[n:11][cH:12][n:13][c:14]3[cH:15][cH:16][c:17]([N+:20](=[O:21])[O-:22])[cH:18][c:19]23)[cH:6][cH:7][cH:8]1. The reactants are solution, [F-].C(CCC)[N+](CCCC)(CCCC)CCCC (tetrabutylammonium fluoride), O1CCCC1 (tetrahydrofuran), O (Water), [Si](C)(C)(C(C)(C)C)OCC1CC(=NO1)C1=CC(=C(C=C1)C1=C(C=C(C=C1)N1C(O[C@H](C1)CNC(C)=O)=O)F)F (N-[((5S)-3-{4′-[5-({[tert-Butyl(dimethyl)silyl]oxy}methyl)-4,5-dihydroisoxazol-3-yl]-2,2′-difluoro-1,1′-biphenyl-4-yl}-2-oxo-1,3-oxazolidin-5-yl)methyl]acetamide). Solvent: ClCCl (dichloromethane). Reaction conditions: time 300 minute. The product is FC1=C(C=CC(=C1)N1C(O[C@H](C1)CNC(C)=O)=O)C1=C(C=C(C=C1)C1=NOC(C1)CO)F (N-[((5S)-3-{2,2′-Difluoro-4′-[5-(hydroxymethyl)-4,5-dihydroisoxazol-3-yl]-1,1′-biphenyl-4-yl}-2-oxo-1,3-oxazolidin-5-yl)methyl]acetamide). The yield is 37.9%. RXN SMILES: [Si]([O:8][CH2:9][CH:10]1[O:14][N:13]=[C:12]([C:15]2[CH:20]=[CH:19][C:18]([C:21]3[CH:26]=[CH:25][C:24]([N:27]4[CH2:31][C@H:30]([CH2:32][NH:33][C:34](=[O:36])[CH3:35])[O:29][C:28]4=[O:37])=[CH:23][C:22]=3[F:38])=[C:17]([F:39])[CH:16]=2)[CH2:11]1)(C(C)(C)C)(C)C.[F-].C([N+](CCCC)(CCCC)CCCC)CCC.O1CCCC1.O>ClCCl>[F:38][C:22]1[CH:23]=[C:24]([N:27]2[CH2:31][C@H:30]([CH2:32][NH:33][C:34](=[O:36])[CH3:35])[O:29][C:28]2=[O:37])[CH:25]=[CH:26][C:21]=1[C:18]1[CH:19]=[CH:20][C:15]([C:12]2[CH2:11][CH:10]([CH2:9][OH:8])[O:14][N:13]=2)=[CH:16][C:17]=1[F:39] |f:1.2|. Reported procedure: N-[((5S)-3-{4′-[5-({[tert-Butyl(dimethyl)silyl]oxy}methyl)-4,5-dihydroisoxazol-3-yl]-2,2′-difluoro-1,1′-biphenyl-4-yl}-2-oxo-1,3-oxazolidin-5-yl)methyl]acetamide (416 mg, 0.74 mmol) was dissolved in dichloromethane (25 ml) at room temperature. A 1M solution of tetrabutylammonium fluoride in tetrahydrofuran (0.82 ml, 0.82 mmol) was added and the reaction mixture stirred for 300 minutes. Water (50 ml) was added and the dichloromethane layer separated, dried over magnesium sulfate, filtered then co... Reported procedure: HOBt (15 mg, 0.11 mmol), EDCl.HCl (21 mg, 0.11 mmol) and DIPEA (72 μL, 0.41 mmol) were added to a solution of 2-(2-(2-(2-((4-(4-(tert-butoxycarbonyl)piperazin-1-yl)phenyl)amino)-5-methylpyrimidin-4-yl)ethyl)phenyl)acetic acid (A9) (44 mg, 0.083 mmol) in dry DMF (10 mL) under an atmosphere of nitrogen. After 10 minutes ammonium carbonate (40 mg, 0.41 mmol) was added and the resulting mixture was stirred at room temperature for 18 hours. A solution of HOBt (15 mg, 0.11 mmol), EDCl.HCl (21 mg, 0.11... Run at time 18 hour. The yield is 64.0%. Starting materials: Cl (HCl), CCN(C(C)C)C(C)C (DIPEA), C(C)(C)(C)OC(=O)N1CCN(CC1)C1=CC=C(C=C1)NC1=NC=C(C(=N1)CCC1=C(C=CC=C1)CC(=O)O)C (2-(2-(2-(2-((4-(4-(tert-Butoxycarbonyl)piperazin-1-yl)phenyl)amino)-5-methylpyrimidin-4-yl)ethyl)phenyl)acetic acid), C=1C=CC2=C(C1)N=NN2O (HOBt), CCN=C=NCCCN(C)C.Cl (EDCl), C([O-])([O-])=O.[NH4+].[NH4+] (ammonium carbonate), C=1C=CC2=C(C1)N=NN2O (HOBt), CCN=C=NCCCN(C)C.Cl (EDCl), Cl (HCl), CCN(C(C)C)C(C)C (DIPEA), C([O-])([O-])=O.[NH4+].[NH4+] (ammonium carbonate). Run in CN(C)C=O (DMF), CN(C)C=O (DMF). Yields the product NC(CC1=C(CCC2=NC(=NC=C2C)NC2=CC=C(C=C2)N2CCN(CC2)C(=O)OC(C)(C)C)C=CC=C1)=O (tert-Butyl 4-(4-((4-(2-(2-amino-2-oxoethyl)phenethyl)-5-methylpyrimidin-2-yl)amino)phenyl)piperazine-1-carboxylate), solid. RXN SMILES: C1C=CC2N(O)N=[N:7]C=2C=1.CCN=C=NCCCN(C)C.Cl.Cl.CCN(C(C)C)C(C)C.[C:33]([O:37][C:38]([N:40]1[CH2:45][CH2:44][N:43]([C:46]2[CH:51]=[CH:50][C:49]([NH:52][C:53]3[N:58]=[C:57]([CH2:59][CH2:60][C:61]4[CH:66]=[CH:65][CH:64]=[CH:63][C:62]=4[CH2:67][C:68]([OH:70])=O)[C:56]([CH3:71])=[CH:55][N:54]=3)=[CH:48][CH:47]=2)[CH2:42][CH2:41]1)=[O:39])([CH3:36])([CH3:35])[CH3:34].C(=O)([O-])[O-].[NH4+].[NH4+]>CN(C=O)C>[NH2:7][C:68](=[O:70])[CH2:67][C:62]1[CH:63]=[CH:64][CH:65]=[CH:66][C:61]=1[CH2:60][CH2:59][C:57]1[C:56]([CH3:71])=[CH:55][N:54]=[C:53]([NH:52][C:49]2[CH:50]=[CH:51][C:46]([N:43]3[CH2:44][CH2:45][N:40]([C:38]([O:37][C:33]([CH3:36])([CH3:34])[CH3:35])=[O:39])[CH2:41][CH2:42]3)=[CH:47][CH:48]=2)[N:58]=1 |f:1.2,6.7.8|. Reactants: ClC=1C=2N(C=CN1)N=C(N2)NC2=CC(=CC=C2)C(F)(F)F (8-Chloro-N-[3-(trifluoromethyl)phenyl][1,2,4]triazolo[1,5-a]pyrazin-2-amine), [Br-].S1C(=NC=C1)[Zn+] (2-thiazolyl zinc bromide), C([O-])([O-])=O.[Na+].[Na+] (sodium carbonate). Reagents/catalysts: [Pd].C1(=CC=CC=C1)P(C1=CC=CC=C1)C1=CC=CC=C1.C1(=CC=CC=C1)P(C1=CC=CC=C1)C1=CC=CC=C1.C1(=CC=CC=C1)P(C1=CC=CC=C1)C1=CC=CC=C1.C1(=CC=CC=C1)P(C1=CC=CC=C1)C1=CC=CC=C1 (tetrakis(triphenyl phosphine) palladium). Conditions: temperature 90 celsius. The product is S1C=NC=C1C=1C=2N(C=CN1)N=C(N2)NC2=CC(=CC=C2)C(F)(F)F (8-(1,3-thiazol-5-yl)-N-[3-(trifluoromethyl)-phenyl]-[1,2,4]triazolo[1,5-a]pyrazin-2-amine). Yield: 5.7%. Reaction SMILES: Cl[C:2]1[C:3]2[N:4]([N:8]=[C:9]([NH:11][C:12]3[CH:17]=[CH:16][CH:15]=[C:14]([C:18]([F:21])([F:20])[F:19])[CH:13]=3)[N:10]=2)[CH:5]=[CH:6][N:7]=1.[Br-].[S:23]1[CH:27]=[CH:26][N:25]=[C:24]1[Zn+].C(=O)([O-])[O-].[Na+].[Na+]>[Pd].C1(P(C2C=CC=CC=2)C2C=CC=CC=2)C=CC=CC=1.C1(P(C2C=CC=CC=2)C2C=CC=CC=2)C=CC=CC=1.C1(P(C2C=CC=CC=2)C2C=CC=CC=2)C=CC=CC=1.C1(P(C2C=CC=CC=2)C2C=CC=CC=2)C=CC=CC=1>[S:23]1[C:27]([C:2]2[C:3]3[N:4]([N:8]=[C:9]([NH:11][C:12]4[CH:17]=[CH:16][CH:15]=[C:14]([C:18]([F:21])([F:20])[F:19])[CH:13]=4)[N:10]=3)[CH:5]=[CH:6][N:7]=2)=[CH:26][N:25]=[CH:24]1 |f:1.2,3.4.5,6.7.8.9.10|. Procedure: 8-Chloro-N-[3-(trifluoromethyl)phenyl][1,2,4]triazolo[1,5-a]pyrazin-2-amine (100 mg, 0.319 mmol), 2-thiazolyl zinc bromide (0.5 M in THF, 5 mL, 0.478 mmol), sodium carbonate (2M) (0.24 mL, 0.5 mmol) and tetrakis(triphenyl phosphine) palladium (11 mg, 0.05 mmol) are dissolved and degassed in a mixture of toluene:ethanol (1:1, 4 mL). The reaction mixture is heated 4 hours at 90° C. in a sealed tube. When the reaction is completed, the reaction mixture is cooled down to rt and filtrated through a c...